The task is: describe an organic reaction: reactants, conditions, products, and yield. This data is from the Open Reaction Database (ORD), a public repository of structured organic reaction records. The reactants are ClCCN1CCCC1, Oc1ccc(-c2nnc(CSCCOc3ccccc3)o2)cc1. Product: c1ccc(OCCSCc2nnc(-c3ccc(OCCN4CCCC4)cc3)o2)cc1. Reaction SMILES: [Cl:24][CH2:25][CH2:26][N:27]1[CH2:28][CH2:29][CH2:30][CH2:31]1.[O:1]([c:2]1[cH:3][cH:4][cH:5][cH:6][cH:7]1)[CH2:8][CH2:9][S:10][CH2:11][c:12]1[n:13][n:14][c:15](-[c:17]2[cH:18][cH:19][c:20]([OH:23])[cH:21][cH:22]2)[o:16]1>>[O:1]([c:2]1[cH:3][cH:4][cH:5][cH:6][cH:7]1)[CH2:8][CH2:9][S:10][CH2:11][c:12]1[n:13][n:14][c:15](-[c:17]2[cH:18][cH:19][c:20]([O:23][CH2:25][CH2:26][N:27]3[CH2:28][CH2:29][CH2:30][CH2:31]3)[cH:21][cH:22]2)[o:16]1. Reactants: BrBr (bromine), NC1=NC=C(C=C1Cl)C(C)=O (2-amino-3-chloro-5-acetylpyridine), Br (hydrogen bromide). The solvent is C(C)(=O)O (acetic acid). Run at time 2 hour. Product: BrCC(=O)C=1C=C(C(=NC1)N)Cl (2-Amino-3-chloro-5-pyridyl bromomethyl ketone). Yield: 74.2%. RXN SMILES: [Br:1]Br.[NH2:3][C:4]1[C:9]([Cl:10])=[CH:8][C:7]([C:11](=[O:13])[CH3:12])=[CH:6][N:5]=1.Br>C(O)(=O)C>[Br:1][CH2:12][C:11]([C:7]1[CH:8]=[C:9]([Cl:10])[C:4]([NH2:3])=[N:5][CH:6]=1)=[O:13]. Procedure: 16 g (0.1 mol) of bromine are added dropwise to a solution of 17.0 g (0.1 mol) of 2-amino-3-chloro-5-acetylpyridine in a mixture of 19.3 g of hydrogen bromide (47% strength aqueous solution; 0.11 mol) and 500 ml of glacial acetic acid. The mixture is subsequently stirred for two hours, brought to pH 8 and extracted with ethyl acetate. Drying and evaporation gives 18.5 g (74%) of the title compound, melting point 134° C. Example of the preparation of the pyridyl-aminomethyl ketones Starting materials: C(C1=CC=CC=C1)OC1=C2C(=CN(C2=CC(=C1)F)CC)CC(=O)N1CC2=CC=CC=C2C1 (2-(4-(benzyloxy)-1-ethyl-6-fluoro-1H-indol-3-yl)-1-(isoindolin-2-yl)ethanone), C(CC)N1C=C(C2=C3C(=CC=C12)OCCO3)CC(=O)O (2-(7-propyl-3,7-dihydro-2H-[1,4]dioxino[2,3-e]indol-9-yl)acetic acid). The product is C(CC)N1C=C(C2=C3C(=CC=C12)OCCO3)CC(=O)N (2-(7-propyl-3,7-dihydro-2H-[1,4]dioxino[2,3-e]indol-9-yl)acetamide). Yield: 100.0%. Reaction SMILES: C(OC1C=C(F)C=C2C=1C(CC(N1CC3C(=CC=CC=3)C1)=O)=C[N:13]2CC)C1C=CC=CC=1.[CH2:33]([N:36]1[C:44]2[C:39](=[C:40]3[O:48][CH2:47][CH2:46][O:45][C:41]3=[CH:42][CH:43]=2)[C:38]([CH2:49][C:50]([OH:52])=O)=[CH:37]1)[CH2:34][CH3:35]>>[CH2:33]([N:36]1[C:44]2[C:39](=[C:40]3[O:48][CH2:47][CH2:46][O:45][C:41]3=[CH:42][CH:43]=2)[C:38]([CH2:49][C:50]([NH2:13])=[O:52])=[CH:37]1)[CH2:34][CH3:35]. Reported procedure: Following the procedure (step 1, scheme 31) used to prepare compound 31-2, compound 40-5 gave compound 40-6 in 100% yield as yellow oil. LCMS: calc 274.1 found 275.0 [MH]+. The reactants are N#Cc1cccc(NC(=O)Nc2ccc(S(=O)(=O)NCc3ccc(S(N)(=O)=O)cc3)cc2)c1, CCOC(=O)N1CCNCC1. Product: CCOC(=O)N1CCN(C(=N)c2cccc(NC(=O)Nc3ccc(S(=O)(=O)NCc4ccc(S(N)(=O)=O)cc4)cc3)c2)CC1. Reaction SMILES: [C:1](#[N:2])[c:3]1[cH:4][c:5]([NH:9][C:10]([NH:11][c:12]2[cH:13][cH:14][c:15]([S:18](=[O:19])(=[O:20])[NH:21][CH2:22][c:23]3[cH:24][cH:25][c:26]([S:29]([NH2:30])(=[O:31])=[O:32])[cH:27][cH:28]3)[cH:16][cH:17]2)=[O:33])[cH:6][cH:7][cH:8]1.[N:34]1([C:40](=[O:41])[O:42][CH2:43][CH3:44])[CH2:35][CH2:36][NH:37][CH2:38][CH2:39]1>>[C:1](=[NH:2])([c:3]1[cH:4][c:5]([NH:9][C:10]([NH:11][c:12]2[cH:13][cH:14][c:15]([S:18](=[O:19])(=[O:20])[NH:21][CH2:22][c:23]3[cH:24][cH:25][c:26]([S:29]([NH2:30])(=[O:31])=[O:32])[cH:27][cH:28]3)[cH:16][cH:17]2)=[O:33])[cH:6][cH:7][cH:8]1)[N:37]1[CH2:36][CH2:35][N:34]([C:40](=[O:41])[O:42][CH2:43][CH3:44])[CH2:39][CH2:38]1. Reactants: CC(=O)[O-], CCOC(C)=O, CC(=O)OC(C)=O, O=C1CC(=O)CC(c2ccc(F)cc2)C1, [Na+], O. Yields the product CC(=O)C1C(=O)CC(c2ccc(F)cc2)CC1=O. As a reaction SMILES: [CH3:17][C:18]([O-:19])=[O:20].[CH3:21][CH2:22][O:23][C:24](=[O:25])[CH3:26].[CH3:28][C:29]([O:30][C:31](=[O:32])[CH3:33])=[O:34].[F:1][c:2]1[cH:3][cH:4][c:5]([CH:8]2[CH2:9][C:10](=[O:15])[CH2:11][C:12](=[O:14])[CH2:13]2)[cH:6][cH:7]1.[Na+:16].[OH2:27]>>[F:1][c:2]1[cH:3][cH:4][c:5]([CH:8]2[CH2:9][C:10](=[O:15])[CH:11]([C:18]([CH3:17])=[O:19])[C:12](=[O:14])[CH2:13]2)[cH:6][cH:7]1. The reactants are ClCCl, O=C(Cl)Oc1ccc([N+](=O)[O-])cc1, CN(C)C1(c2ccccc2)CCC(CN)CC1, O, c1ccncc1. Yields the product CN(C)C1(c2ccccc2)CCC(CNC(=O)Oc2ccc([N+](=O)[O-])cc2)CC1. As a reaction SMILES: [Cl:37][CH2:38][Cl:39].[N+:1](=[O:2])([O-:3])[c:4]1[cH:5][cH:6][c:7]([O:10][C:11](=[O:12])[Cl:13])[cH:8][cH:9]1.[NH2:14][CH2:15][CH:16]1[CH2:17][CH2:18][C:19]([c:22]2[cH:23][cH:24][cH:25][cH:26][cH:27]2)([N:28]([CH3:29])[CH3:30])[CH2:20][CH2:21]1.[OH2:40].[cH:31]1[cH:32][cH:33][n:34][cH:35][cH:36]1>>[N+:1](=[O:2])([O-:3])[c:4]1[cH:5][cH:6][c:7]([O:10][C:11](=[O:12])[NH:14][CH2:15][CH:16]2[CH2:17][CH2:18][C:19]([c:22]3[cH:23][cH:24][cH:25][cH:26][cH:27]3)([N:28]([CH3:29])[CH3:30])[CH2:20][CH2:21]2)[cH:8][cH:9]1. Reactants: C1(CC1)COC1=C(C=C(C=C1)OC)C=1C2=C(N=CN1)C(=C(N2COCC[Si](C)(C)C)C)C(=O)O (4-[2-(cyclopropylmethoxy)-5-methoxyphenyl]-6-methyl-5-{[2-(trimethylsilyl)ethoxy]methyl}-5H-pyrrolo[3,2-d]pyrimidine-7-carboxylic acid), NC1CCN(CC1)C(=O)OC(C)(C)C (tert-butyl 4-amino-piperidine-1-carboxylate). The product is C1(CC1)COC1=C(C=C(C=C1)OC)C=1C2=C(N=CN1)C(=C(N2COCC[Si](C)(C)C)C)C(=O)NC2CCN(CC2)C(=O)OC(C)(C)C (tert-Butyl 4-{[(4-[2-(cyclopropylmethoxy)-5-methoxyphenyl]-6-methyl-5-{[2-(trimethylsilyl)ethoxy]methyl}-5H-pyrrolo[3,2-d]pyrimidin-7-yl)carbonyl]amino}piperidine-1-carboxylate). Reaction SMILES: [CH:1]1([CH2:4][O:5][C:6]2[CH:11]=[CH:10][C:9]([O:12][CH3:13])=[CH:8][C:7]=2[C:14]2[C:15]3[N:22]([CH2:23][O:24][CH2:25][CH2:26][Si:27]([CH3:30])([CH3:29])[CH3:28])[C:21]([CH3:31])=[C:20]([C:32]([OH:34])=O)[C:16]=3[N:17]=[CH:18][N:19]=2)[CH2:3][CH2:2]1.[NH2:35][CH:36]1[CH2:41][CH2:40][N:39]([C:42]([O:44][C:45]([CH3:48])([CH3:47])[CH3:46])=[O:43])[CH2:38][CH2:37]1>>[CH:1]1([CH2:4][O:5][C:6]2[CH:11]=[CH:10][C:9]([O:12][CH3:13])=[CH:8][C:7]=2[C:14]2[C:15]3[N:22]([CH2:23][O:24][CH2:25][CH2:26][Si:27]([CH3:30])([CH3:28])[CH3:29])[C:21]([CH3:31])=[C:20]([C:32]([NH:35][CH:36]4[CH2:37][CH2:38][N:39]([C:42]([O:44][C:45]([CH3:48])([CH3:47])[CH3:46])=[O:43])[CH2:40][CH2:41]4)=[O:34])[C:16]=3[N:17]=[CH:18][N:19]=2)[CH2:3][CH2:2]1. Procedure details: Starting from 4-[2-(cyclopropylmethoxy)-5-methoxyphenyl]-6-methyl-5-{[2-(trimethylsilyl)ethoxy]methyl}-5H-pyrrolo[3,2-d]pyrimidine-7-carboxylic acid (example D.c6) and commercially available tert-butyl 4-amino-piperidine-1-carboxylate the title compound is obtained as colorless foam. Reactants: ClCCCCBr, N#Cc1c[nH]c(=O)[nH]c1=O, CS(C)=O, CN(C)C=O, [K+], [K+], O=C([O-])[O-], O. Yields the product N#Cc1cn(CCCCCl)c(=O)[nH]c1=O. Reaction SMILES: [Br:1][CH2:2][CH2:3][CH2:4][CH2:5][Cl:6].[C:7](#[N:8])[c:9]1[c:10](=[O:16])[nH:11][c:12](=[O:15])[nH:13][cH:14]1.[CH3:24][S:25](=[O:26])[CH3:27].[CH3:28][N:29]([CH3:30])[CH:31]=[O:32].[K+:17].[K+:18].[O-:19][C:20]([O-:21])=[O:22].[OH2:23]>>[CH2:2]([CH2:3][CH2:4][CH2:5][Cl:6])[n:13]1[c:12](=[O:15])[nH:11][c:10](=[O:16])[c:9]([C:7]#[N:8])[cH:14]1. The reactants are S1C(=NC=C1)C1=CC=CC(=N1)CO ((6-(thiazol-2-yl)pyridin-2-yl)methanol). Reagents/catalysts: O=[Mn]=O (MnO2). Run in C(Cl)Cl (DCM). Run at time 2 hour. The product is S1C(=NC=C1)C1=CC=CC(=N1)C=O (6-(thiazol-2-yl)picolinaldehyde). Reaction SMILES: [S:1]1[CH:5]=[CH:4][N:3]=[C:2]1[C:6]1[N:11]=[C:10]([CH2:12][OH:13])[CH:9]=[CH:8][CH:7]=1>C(Cl)Cl.O=[Mn]=O>[S:1]1[CH:5]=[CH:4][N:3]=[C:2]1[C:6]1[N:11]=[C:10]([CH:12]=[O:13])[CH:9]=[CH:8][CH:7]=1. Procedure details: A solution of (6-(thiazol-2-yl)pyridin-2-yl)methanol (171 mg; 0.89 mmol) in anh. DCM (6 ml) was treated with MnO2 (1.164 g; 13.38 mmol), and the resulting mixture was stirred at rt, under nitrogen, for 2 h. The resulting reaction mixture was then filtered over celite, and the separated solids were washed with DCM. The filtrate was concentrated to dryness under reduced pressure giving 6-(thiazol-2-yl)picolinaldehyde as a yellow solid. LC-MS (conditions A): tR=0.62 min.; [M+H]+: 191.08 g/mol. Reactants: OC1=CC=C(C=C1)CCCCN1C(=NC=C1)CC(CO)O (3-{1-[4-(4-hydroxyphenyl)butyl]-1H-imidazol-2-yl}-1,2-propanediol), [H-].[Na+] (sodium hydride), ClCC=1N=C(OC1)\C=C\C1=CC(=CC=C1)C (4-(chloromethyl)-2-[(E)-2-(3-methylphenyl)ethenyl]-1,3-oxazole). Product: CC=1C=C(C=CC1)/C=C/C=1OC=C(N1)COC1=CC=C(C=C1)CCCCN1C(=NC=C1)CC(CO)O (3-(1-{4-[4-({2-[(E)-2-(3-methylphenyl)ethenyl]-1,3-oxazol-4-yl}methoxy)phenyl]butyl}-1H-imidazol-2-yl)-1,2-propanediol). Isolated yield 60.3%. Reaction SMILES: [OH:1][C:2]1[CH:7]=[CH:6][C:5]([CH2:8][CH2:9][CH2:10][CH2:11][N:12]2[CH:16]=[CH:15][N:14]=[C:13]2[CH2:17][CH:18]([OH:21])[CH2:19][OH:20])=[CH:4][CH:3]=1.[H-].[Na+].Cl[CH2:25][C:26]1[N:27]=[C:28](/[CH:31]=[CH:32]/[C:33]2[CH:38]=[CH:37][CH:36]=[C:35]([CH3:39])[CH:34]=2)[O:29][CH:30]=1>>[CH3:39][C:35]1[CH:34]=[C:33](/[CH:32]=[CH:31]/[C:28]2[O:29][CH:30]=[C:26]([CH2:25][O:1][C:2]3[CH:7]=[CH:6][C:5]([CH2:8][CH2:9][CH2:10][CH2:11][N:12]4[CH:16]=[CH:15][N:14]=[C:13]4[CH2:17][CH:18]([OH:21])[CH2:19][OH:20])=[CH:4][CH:3]=3)[N:27]=2)[CH:38]=[CH:37][CH:36]=1 |f:1.2|. Procedure: Using 3-{1-[4-(4-hydroxyphenyl)butyl]-1H-imidazol-2-yl}-1,2-propanediol (154 mg), 65% oily sodium hydride (21 mg) and 4-(chloromethyl)-2-[(E)-2-(3-methylphenyl)ethenyl]-1,3-oxazole (131 mg), the same reaction as Example 2 was carried out to yield the titled compound (156 mg).